The task is: describe an organic reaction: reactants, conditions, products, and yield. This data is from the Open Reaction Database (ORD), a public repository of structured organic reaction records. Reactants: Cl (hydrochloric acid), S([O-])(O)=O.[Na+] (sodium bisulfite), NC1=C(C=C(C=C1)[N+](=O)[O-])C (1-amino-2-methyl-4-nitrobenzene), diazo, Cl (hydrochloric acid), N(=O)[O-].[Na+] (sodium nitrite), S([O-])(O)=O.[Na+] (sodium bisulfite). Reported procedure: 200 Parts by weight of 1-amino-2-methyl-4-nitrobenzene were diazotized at 0° - 5° C with 400 parts by weight of 30% hydrochloric acid and 235 parts by weight of 40% sodium nitrite solution. The clarified diazo solution was allowed to run, with slight external cooling, below the surface of a mixture of 1300 parts by weight of 30% hydrochloric acid, 33 parts by weight of crystalline copper sulfate and 330 parts by weight of 40% sodium bisulfite lye, while adding at the same time further 330 parts ... RXN SMILES: N[C:2]1[CH:7]=[CH:6][C:5]([N+:8]([O-:10])=[O:9])=[CH:4][C:3]=1[CH3:11].[ClH:12].N([O-])=O.[Na+].[S:17](=[O:20])(O)[O-:18].[Na+]>S([O-])([O-])(=O)=O.[Cu+2]>[CH3:11][C:3]1[CH:4]=[C:5]([N+:8]([O-:10])=[O:9])[CH:6]=[CH:7][C:2]=1[S:17]([Cl:12])(=[O:20])=[O:18] |f:2.3,4.5,6.7|. The yield is 85.0%. Reagents/catalysts: S(=O)(=O)([O-])[O-].[Cu+2] (copper sulfate). Yields the product CC1=C(C=CC(=C1)[N+](=O)[O-])S(=O)(=O)Cl (2-methyl-4-nitrobenzene-sulfonic acid chloride). Reaction conditions: time 45 minute. Product: CCCn1cc(C(=O)OCC)nc1Cc1ccc(-c2ccccc2-c2nnnn2C(c2ccccc2)(c2ccccc2)c2ccccc2)cc1. RXN SMILES: [C:22]([c:23]1[cH:24][cH:25][cH:26][cH:27][cH:28]1)([c:29]1[cH:30][cH:31][cH:32][cH:33][cH:34]1)([c:35]1[cH:36][cH:37][cH:38][cH:39][cH:40]1)[n:41]1[n:42][n:43][n:44][c:45]1-[c:46]1[c:47]([B:52]([OH:53])[OH:54])[cH:48][cH:49][cH:50][cH:51]1.[C:55](=[O:56])([O-:57])[O-:58].[CH2:1]([CH3:2])[O:3][C:4](=[O:5])[c:6]1[n:7][c:8]([CH2:14][c:15]2[cH:16][cH:17][c:18]([Br:21])[cH:19][cH:20]2)[n:9]([CH2:11][CH2:12][CH3:13])[cH:10]1.[CH3:61][c:62]1[cH:63][cH:64][cH:65][cH:66][cH:67]1.[Cs+:59].[Cs+:60].[OH2:68]>>[CH2:1]([CH3:2])[O:3][C:4](=[O:5])[c:6]1[n:7][c:8]([CH2:14][c:15]2[cH:16][cH:17][c:18](-[c:47]3[c:46](-[c:45]4[n:41]([C:22]([c:23]5[cH:24][cH:25][cH:26][cH:27][cH:28]5)([c:29]5[cH:30][cH:31][cH:32][cH:33][cH:34]5)[c:35]5[cH:36][cH:37][cH:38][cH:39][cH:40]5)[n:42][n:43][n:44]4)[cH:51][cH:50][cH:49][cH:48]3)[cH:19][cH:20]2)[n:9]([CH2:11][CH2:12][CH3:13])[cH:10]1. Starting materials: OB(O)c1ccccc1-c1nnnn1C(c1ccccc1)(c1ccccc1)c1ccccc1, O=C([O-])[O-], CCCn1cc(C(=O)OCC)nc1Cc1ccc(Br)cc1, Cc1ccccc1, [Cs+], [Cs+], O. The reactants are BrCCCC(=O)OC(C)(C)C (tert-butyl 4-bromobutanoate), C(C)(=O)OCC (ethyl acetate), C1(=CC=CC=C1)C1(C(NCC1)=O)C1=CC=CC=C1 (3,3-diphenylpyrrolidin-2-one), CC(C)(C)[O-].[K+] (potassium 2-methylpropan-2-olate). Solvent: O1CCCC1 (tetrahydrofuran), O1CCCC1 (tetrahydrofuran). Reaction conditions: temperature 40 celsius, time 30 minute. Yields the product O=C1N(CCC1(C1=CC=CC=C1)C1=CC=CC=C1)CCCC(=O)O (4-(2-oxo-3,3-diphenylpyrrolidin-1-yl)butanoic acid). As a reaction SMILES: [C:1]1([C:7]2([C:13]3[CH:18]=[CH:17][CH:16]=[CH:15][CH:14]=3)[CH2:11][CH2:10][NH:9][C:8]2=[O:12])[CH:6]=[CH:5][CH:4]=[CH:3][CH:2]=1.CC([O-])(C)C.[K+].Br[CH2:26][CH2:27][CH2:28][C:29]([O:31]C(C)(C)C)=[O:30].C(OCC)(=O)C>O1CCCC1>[O:12]=[C:8]1[C:7]([C:1]2[CH:6]=[CH:5][CH:4]=[CH:3][CH:2]=2)([C:13]2[CH:14]=[CH:15][CH:16]=[CH:17][CH:18]=2)[CH2:11][CH2:10][N:9]1[CH2:26][CH2:27][CH2:28][C:29]([OH:31])=[O:30] |f:1.2|. Procedure details: To a suspension of 3,3-diphenylpyrrolidin-2-one (2.00 g, 8.43 mmol; Example 1A) in tetrahydrofuran (10 mL) was added potassium 2-methylpropan-2-olate (9.27 mL, 9.27 mmol). After stirring for 30 minutes, the reaction was a suspension so the reaction was heated to 40° C. The reaction was cooled to ambient temperature, and then tert-butyl 4-bromobutanoate (2.068 g, 9.27 mmol) as a solution in tetrahydrofuran (3 mL) was added. The reaction was stirred for 3 hours, then poured into ethyl acetate/1 N ... Starting materials: ClC1=CC=C(C=C1)C#CC(=O)O ((4-chlorophenyl)-propargylic acid), C=1C=CC2=C(C1)N=NN2O (HOBT), C(CCl)Cl (EDC), NC=1C=C(C=CC1)NC1=C2N=CN(C2=NC(=N1)NC1CCC(CC1)O)CC (4-[6-(3-Amino-phenylamino)-9-ethyl-9H-purin-2-ylamino]-cyclohexanol). Solvent: CN(C)C=O (DMF). Reaction conditions: time 3 hour. Product: C(C)N1C2=NC(=NC(=C2N=C1)NC=1C=C(C=CC1)NC(C#CC1=CC=C(C=C1)Cl)=O)N[C@@H]1CC[C@H](CC1)O (N-{3-[9-Ethyl-2-(trans-4-hydroxy-cyclohexylamino)-9H-purin-6yl-amino]-phenyl}-3-(4-chlorophenyl)-propargylic acid amide). The yield is 21.0%. Reaction SMILES: [Cl:1][C:2]1[CH:7]=[CH:6][C:5]([C:8]#[C:9][C:10]([OH:12])=O)=[CH:4][CH:3]=1.C1C=CC2N(O)N=NC=2C=1.C(Cl)CCl.[NH2:27][C:28]1[CH:29]=[C:30]([NH:34][C:35]2[N:43]=[C:42]([NH:44][CH:45]3[CH2:50][CH2:49][CH:48]([OH:51])[CH2:47][CH2:46]3)[N:41]=[C:40]3[C:36]=2[N:37]=[CH:38][N:39]3[CH2:52][CH3:53])[CH:31]=[CH:32][CH:33]=1>CN(C=O)C>[CH2:52]([N:39]1[CH:38]=[N:37][C:36]2[C:40]1=[N:41][C:42]([NH:44][C@H:45]1[CH2:50][CH2:49][C@H:48]([OH:51])[CH2:47][CH2:46]1)=[N:43][C:35]=2[NH:34][C:30]1[CH:29]=[C:28]([NH:27][C:10](=[O:12])[C:9]#[C:8][C:5]2[CH:4]=[CH:3][C:2]([Cl:1])=[CH:7][CH:6]=2)[CH:33]=[CH:32][CH:31]=1)[CH3:53]. Procedure details: To the solution of 190 mg (1 mmol) of (4-chlorophenyl)-propargylic acid in 20 ml of DMF at 0° C. is added 165 mg (1.1 mmol) of HOBT and 210 mg (1.1 mmol) of EDC. After 3 h at 0° C., 367 mg (1 mmol) of 4-[6-(3-Amino-phenylamino)-9-ethyl-9H-purin-2-ylamino]-cyclohexanol (example 77, stage 1.2) is added. After 1 h at 0° C. and 2.5 h at RT, the solvent was removed under reduced pressure. The crude product is purified by means of column chromatography on silica gel, trituration in diethyl ether and r... The reactants are C(=O)([O-])[O-].[Na+].[Na+] (Na2CO3), N1=CC(=CC=C1)B(O)O (3-pyridinylboronic acid), BrC1=CC=2N(C=C1)N=C(N2)NC(=O)NCC (1-(7-bromo-[1,2,4]triazolo[1,5-a]pyridin-2-yl)-3-ethyl-urea). The reagents and catalysts are C1=CC=C(C=C1)P([C-]2C=CC=C2)C3=CC=CC=C3.C1=CC=C(C=C1)P([C-]2C=CC=C2)C3=CC=CC=C3.Cl[Pd]Cl.[Fe+2] (Pd(dppf)Cl2). The solvent is O1CCOCC1 (dioxane). Product: C(C)NC(=O)NC1=NN2C(C=C(C=C2)C=2C=NC=CC2)=N1 (1-Ethyl-3-(7-pyridin-3-yl-[1,2,4]triazolo[1,5-a]pyridin-2-yl)-urea). RXN SMILES: Br[C:2]1[CH:7]=[CH:6][N:5]2[N:8]=[C:9]([NH:11][C:12]([NH:14][CH2:15][CH3:16])=[O:13])[N:10]=[C:4]2[CH:3]=1.C([O-])([O-])=O.[Na+].[Na+].[N:23]1[CH:28]=[CH:27][CH:26]=[C:25](B(O)O)[CH:24]=1>O1CCOCC1.C1C=CC(P(C2C=CC=CC=2)[C-]2C=CC=C2)=CC=1.C1C=CC(P(C2C=CC=CC=2)[C-]2C=CC=C2)=CC=1.Cl[Pd]Cl.[Fe+2]>[CH2:15]([NH:14][C:12]([NH:11][C:9]1[N:10]=[C:4]2[CH:3]=[C:2]([C:25]3[CH:24]=[N:23][CH:28]=[CH:27][CH:26]=3)[CH:7]=[CH:6][N:5]2[N:8]=1)=[O:13])[CH3:16] |f:1.2.3,6.7.8.9|. Procedure details: 1-(7-Bromo-[1,2,4]triazolo[1,5-a]pyridin-2-yl)-3-ethyl-urea (4) (80 mg, 0.28 mmol) was dissolved in dioxane (2 mL), to which was added 2 M Na2CO3 (0.30 mL) and 3-pyridinylboronic acid (38 mg, 0.31 mmol). Pd(dppf)Cl2 (13 mg) was added last, and the mixture heated under nitrogen at reflux for 1.5 h. The reaction solvent was removed under reduced pressure and the residue filtered through a plug of silica gel (5% MeOH/CH2Cl2 as eluant) to give a solid, which was triturated with Et2O. 1-Ethyl-3-(7-py... The reactants are Cn1c(N2CCN(CCc3ccc(Cl)cc3)CC2)cc(=O)n(C)c1=O, CCOC1(Cl)C=CC(Br)=CC1, BrCCOc1ccccc1. The product is Cn1c(N2CCN(CCc3ccc(Cl)cc3)CC2)cc(=O)n(C)c1=O, Cl. As a reaction SMILES: [CH3:22][n:23]1[c:24](=[O:46])[n:25]([CH3:45])[c:26](=[O:44])[cH:27][c:28]1[N:29]1[CH2:30][CH2:31][N:32]([CH2:35][CH2:36][c:37]2[cH:38][cH:39][c:40]([Cl:43])[cH:41][cH:42]2)[CH2:33][CH2:34]1.[Cl:11][C:12]1([O:13][CH2:14][CH3:15])[CH:16]=[CH:17][C:18]([Br:19])=[CH:20][CH2:21]1.[O:1]([CH2:2][CH2:3][Br:4])[c:5]1[cH:6][cH:7][cH:8][cH:9][cH:10]1>>[CH3:22][n:23]1[c:24](=[O:46])[n:25]([CH3:45])[c:26](=[O:44])[cH:27][c:28]1[N:29]1[CH2:30][CH2:31][N:32]([CH2:35][CH2:36][c:37]2[cH:38][cH:39][c:40]([Cl:43])[cH:41][cH:42]2)[CH2:33][CH2:34]1.[ClH:11]. Product: CC(c1ccc(-c2ccc(F)cc2)cc1)N1CCC(CCO)(c2ccc(F)cc2)OC1=O. Reactants: CC(c1ccc(Br)cc1)N1CCC(CCO)(c2ccc(F)cc2)OC1=O, OB(O)c1ccc(F)cc1. As a reaction SMILES: [Br:1][c:2]1[cH:3][cH:4][c:5]([CH:8]([CH3:9])[N:10]2[C:11](=[O:26])[O:12][C:13]([CH2:16][CH2:17][OH:18])([c:19]3[cH:20][cH:21][c:22]([F:25])[cH:23][cH:24]3)[CH2:14][CH2:15]2)[cH:6][cH:7]1.[OH:27][B:28]([OH:29])[c:30]1[cH:31][cH:32][c:33]([F:34])[cH:35][cH:36]1>>[c:2]1(-[c:30]2[cH:31][cH:32][c:33]([F:34])[cH:35][cH:36]2)[cH:3][cH:4][c:5]([CH:8]([CH3:9])[N:10]2[C:11](=[O:26])[O:12][C:13]([CH2:16][CH2:17][OH:18])([c:19]3[cH:20][cH:21][c:22]([F:25])[cH:23][cH:24]3)[CH2:14][CH2:15]2)[cH:6][cH:7]1.